This data is from the Open Reaction Database (ORD), a public repository of structured organic reaction records. The task is: describe an organic reaction: reactants, conditions, products, and yield The reactants are CC1CCN(c2nc(N3CCN(C(=O)CN4CCOCC4)CC3)ccc2[N+](=O)[O-])CC1, CCO, [Cl-], [Fe], [NH4+], [Na+], O=C([O-])O, O. The product is CC1CCN(c2nc(N3CCN(C(=O)CN4CCOCC4)CC3)ccc2N)CC1. Reaction SMILES: [CH3:1][CH:2]1[CH2:3][CH2:4][N:5]([c:8]2[n:9][c:10]([N:17]3[CH2:18][CH2:19][N:20]([C:23]([CH2:24][N:25]4[CH2:26][CH2:27][O:28][CH2:29][CH2:30]4)=[O:31])[CH2:21][CH2:22]3)[cH:11][cH:12][c:13]2[N+:14]([O-:15])=[O:16])[CH2:6][CH2:7]1.[CH3:32][CH2:33][OH:34].[Cl-:35].[Fe:42].[NH4+:36].[Na+:41].[O-:37][C:38]([OH:39])=[O:40].[OH2:43]>>[CH3:1][CH:2]1[CH2:3][CH2:4][N:5]([c:8]2[n:9][c:10]([N:17]3[CH2:18][CH2:19][N:20]([C:23]([CH2:24][N:25]4[CH2:26][CH2:27][O:28][CH2:29][CH2:30]4)=[O:31])[CH2:21][CH2:22]3)[cH:11][cH:12][c:13]2[NH2:14])[CH2:6][CH2:7]1. Starting materials: CCOC(=O)COc1ccccc1Cc1ncc[nH]1, [K+], [OH-], O. Product: O=C(O)COc1ccccc1Cc1ncc[nH]1. As a reaction SMILES: [CH2:1]([CH3:2])[O:3][C:4]([CH2:5][O:6][c:7]1[c:8]([CH2:13][c:14]2[nH:15][cH:16][cH:17][n:18]2)[cH:9][cH:10][cH:11][cH:12]1)=[O:19].[K+:21].[OH-:20].[OH2:22]>>[O:3]=[C:4]([CH2:5][O:6][c:7]1[c:8]([CH2:13][c:14]2[nH:15][cH:16][cH:17][n:18]2)[cH:9][cH:10][cH:11][cH:12]1)[OH:19].